From a dataset of the Open Reaction Database (ORD), a public repository of structured organic reaction records. describe an organic reaction: reactants, conditions, products, and yield The reactants are C1(=CC=C(C=C1)C=O)C (p-tolualdehyde), Grignard reagent, BrC1=CC=C(C=C1)C (p-bromotoluene), [Mg] (magnesium), [NH4+].[Cl-] (NH4Cl). The solvent is CCOCC (ether), CCOCC (ether). Yields the product CC1=CC=C(C(C2=CC=C(C=C2)C)O)C=C1 (4,4'-dimethylbenzhydrol). As a reaction SMILES: Br[C:2]1[CH:7]=[CH:6][C:5]([CH3:8])=[CH:4][CH:3]=1.[Mg].[C:10]1([CH3:18])[CH:15]=[CH:14][C:13]([CH:16]=[O:17])=[CH:12][CH:11]=1.[NH4+].[Cl-]>CCOCC>[CH3:18][C:10]1[CH:15]=[CH:14][C:13]([CH:16]([OH:17])[C:2]2[CH:7]=[CH:6][C:5]([CH3:8])=[CH:4][CH:3]=2)=[CH:12][CH:11]=1 |f:3.4|. Procedure: To the Grignard reagent prepared from 47.2 g of p-bromotoluene and 7.2 g of magnesium in 200 ml of ether was added dropwise 30 g of p-tolualdehyde in 50 ml of ether with cooling. When the addition was complete the reaction was refluxed for 15 minutes, cooled in ice, and 40 ml of saturated NH4Cl solution was added dropwise. The reaction was filtered and the ether was removed under reduced pressure to give a yellow oil which crystallized on standing. Recrystallization from petroleum ether gave 26....